From a dataset of the Open Reaction Database (ORD), a public repository of structured organic reaction records. describe an organic reaction: reactants, conditions, products, and yield Product: COC(=O)c1ccc(CC(NC=O)c2cccnc2)cc1. The reactants are O=C[O-], [NH4+], COC(=O)c1ccc(CC(=O)c2cccnc2)cc1, O. As a reaction SMILES: [CH:20](=[O:21])[O-:22].[NH4+:23].[O:1]=[C:2]([CH2:3][c:4]1[cH:5][cH:6][c:7]([C:8](=[O:9])[O:10][CH3:11])[cH:12][cH:13]1)[c:14]1[cH:15][n:16][cH:17][cH:18][cH:19]1.[OH2:24]>>[CH:2]([CH2:3][c:4]1[cH:5][cH:6][c:7]([C:8](=[O:9])[O:10][CH3:11])[cH:12][cH:13]1)([c:14]1[cH:15][n:16][cH:17][cH:18][cH:19]1)[NH:23][CH:20]=[O:22]. Yields the product CCNc1nc2ccccc2n2c(CC)nnc12. The reactants are CCN, CN(C)C=O, CCc1nnc2c(Cl)nc3ccccc3n12. RXN SMILES: [CH2:1]([CH3:2])[NH2:3].[CH3:20][N:21]([CH3:22])[CH:23]=[O:24].[Cl:4][c:5]1[c:6]2[n:7]([c:8]3[cH:9][cH:10][cH:11][cH:12][c:13]3[n:14]1)[c:15]([CH2:18][CH3:19])[n:16][n:17]2>>[CH2:1]([CH3:2])[NH:3][c:5]1[c:6]2[n:7]([c:8]3[cH:9][cH:10][cH:11][cH:12][c:13]3[n:14]1)[c:15]([CH2:18][CH3:19])[n:16][n:17]2. Reactants: C(CCCCCN=C=O)N=C=O (hexamethylene diisocyanate), NCO, C(C1=CC(C(=O)Cl)=CC=C1)(=O)Cl (isophthaloyl dichloride), C(C(F)(F)F)O (trifluoroethanol). Product: N(=C=O)CCCCCCNC(OCC(F)(F)F)=O (2,2,2-trifluoroethyl (6-isocyanatohexyl)carbamate). Reaction SMILES: [CH2:1]([N:10]=[C:11]=[O:12])[CH2:2][CH2:3][CH2:4][CH2:5][CH2:6][N:7]=[C:8]=[O:9].C(Cl)(=O)C1C=CC=C(C(Cl)=O)C=1.[CH2:25]([OH:30])[C:26]([F:29])([F:28])[F:27]>>[N:7]([CH2:6][CH2:5][CH2:4][CH2:3][CH2:2][CH2:1][NH:10][C:11](=[O:12])[O:30][CH2:25][C:26]([F:29])([F:28])[F:27])=[C:8]=[O:9]. Procedure: 684 g of hexamethylene diisocyanate (HDI) were initially introduced at 80° C. in a 1 l round-bottomed flask and 0.002 g of isophthaloyl dichloride was added. 54.4 g of trifluoroethanol were slowly added dropwise and stirring was effected until the NCO value was 43.2% by weight. The mixture was separated by distillation on a thin-film evaporator and 47 g (=47% of theory) of the title compound having an NCO content of 22.7% by weight were obtained. The reactants are C(C)(=O)[O-] (acetate), resultant mixture, C(#N)C=1C=NC=CC1 (3-cyanopyridine). Conditions: temperature 30 celsius, time 20 minute. The product is C(#N)C=1C=NC(=CC1)O (3-cyano-6-hydroxypyridine). Reaction SMILES: [C:1]([O-:4])(=O)[CH3:2].[C:5]([C:7]1[CH:8]=[N:9]C=C[CH:12]=1)#[N:6]>>[C:8]([C:7]1[CH:5]=[N:6][C:1]([OH:4])=[CH:2][CH:12]=1)#[N:9]. Reported procedure: To an Erlenmeyer flask equipped with navels was filled a nutrient solution containing 1 g of yeast extract, 1 g of glucose, 0.3 g of K2HPO4, 0.1 g of KH2PO4, 1 mg of FeSO4, 50 mg of MgSO4, 1 mg of MnSO4 and 100 ml of water, and the resultant mixture was sterilized at 120° C. for 20 minutes. After cooling to 30° C., the mixture was added with separately sterilized 1 mg of CuSO4 and 0.2 g of 3-cyanopyridine as an inducer. One of the microorganisms listed in Table 1 which was incubated on nutrient ... Reactants: CC1(C(C2=CC(=CC=C2CC1N(S(=O)(=O)C1=CC=C(C=C1)C)C)OC)=CCOC1OCCCC1)C (2,2-Dimethyl-7-methoxy-3-(N-methyl-p-toluenesulphonamido)-1-[2-(tetrahydro-2-pyranyloxy)ethylidene]-1,2,3,4-tetrahydronaphthalene). The reagents and catalysts are [Pd] (palladium on charcoal). Run in O1CCOCC1 (dioxan). The product is CC1(C(C2=CC(=CC=C2CC1N(S(=O)(=O)C1=CC=C(C=C1)C)C)OC)CCOC1OCCCC1)C (2,2-Dimethyl-7-methoxy-3-(N-methyl-p-toluenesulphonamido)-1-[2-(tetrahydro-2-pyranyloxy)ethyl]-1,2,3,4-tetrahydronaphthalene). RXN SMILES: [CH3:1][C:2]1([CH3:35])[CH:11]([N:12]([CH3:23])[S:13]([C:16]2[CH:21]=[CH:20][C:19]([CH3:22])=[CH:18][CH:17]=2)(=[O:15])=[O:14])[CH2:10][C:9]2[C:4](=[CH:5][C:6]([O:24][CH3:25])=[CH:7][CH:8]=2)[C:3]1=[CH:26][CH2:27][O:28][CH:29]1[CH2:34][CH2:33][CH2:32][CH2:31][O:30]1>O1CCOCC1.[Pd]>[CH3:1][C:2]1([CH3:35])[CH:11]([N:12]([CH3:23])[S:13]([C:16]2[CH:21]=[CH:20][C:19]([CH3:22])=[CH:18][CH:17]=2)(=[O:15])=[O:14])[CH2:10][C:9]2[C:4](=[CH:5][C:6]([O:24][CH3:25])=[CH:7][CH:8]=2)[CH:3]1[CH2:26][CH2:27][O:28][CH:29]1[CH2:34][CH2:33][CH2:32][CH2:31][O:30]1. Procedure details: 2,2-Dimethyl-7-methoxy-3-(N-methyl-p-toluenesulphonamido)-1-[2-(tetrahydro-2-pyranyloxy)ethylidene]-1,2,3,4-tetrahydronaphthalene (151 g), dissolved in 1100 ml of dioxan is submitted to a catalytic hydrogenation at atmospheric pressure and roomtemperature, the catalyst being 10 g of 5% palladium on charcoal. After some 80 percent of the calculated amount of hydrogen has been consumed, the hydrogen uptake tends to slow down and an additional quantity of 2 g of catalyst is needed to bring the redu... Reactants: CCOC(=O)/N=N/C(=O)OCC (DEAD), OCC(C(=O)OC)(CC=C)CO (methyl 2,2-bis(hydroxymethyl)pent-4-enoate), C1(=CC=CC=C1)P(C1=CC=CC=C1)C1=CC=CC=C1 (triphenylphosphine). Reagents/catalysts: CN(C)C(=S)[S-].CN(C)C(=S)[S-].[Zn+2] (Ziram). The solvent is C1(=CC=CC=C1)C (PhMe). Conditions: time 2 day. The product is C(C=C)C1(COC1)C(=O)OC (Methyl 3-allyloxetane-3-carboxylate). Yield: 64.4%. RXN SMILES: CCOC(/N=N/C(OCC)=O)=O.O[CH2:14][C:15]([CH2:23][OH:24])([CH2:20][CH:21]=[CH2:22])[C:16]([O:18][CH3:19])=[O:17].C1(P(C2C=CC=CC=2)C2C=CC=CC=2)C=CC=CC=1>C1(C)C=CC=CC=1.CN(C([S-])=S)C.CN(C([S-])=S)C.[Zn+2]>[CH2:20]([C:15]1([C:16]([O:18][CH3:19])=[O:17])[CH2:14][O:24][CH2:23]1)[CH:21]=[CH2:22] |f:4.5.6|. Procedure details: DEAD (1.2 eq., 2.64 g) was added to a solution of methyl 2,2-bis(hydroxymethyl)pent-4-enoate (1 eq., 2.2 g), Ziram® (1.2 eq., 4.64 g) and triphenylphosphine (1.2 eq., 3.98 g) in PhMe (32 ml). The mixture was stirred at room temperature for 2 days and filtered. The filter cake was washed with 3×DCM. The filtrate was concentrated at 50 torr and 40° C. Silica gel chromatography using straight DCM yields the title compound as colorless oil (1.27 g, 64%). The reactants are ice water, ClC(COC(=O)Cl)(Cl)Cl (2,2,2-Trichloroethylchloroformate), CC=1NC(CSC1)=O (5-methyl-2H-1,4-thiazin-3(4H)-one), C(C)#N (acetonitrile), N1=CC=CC=C1 (pyridine). Reaction conditions: time 1 hour. Yields the product CC=1NC(CSC1C1C=CN(C=C1)C(=O)OCC(Cl)(Cl)Cl)=O (5-methyl-6-[1-(2,2,2-trichloroethoxycarbonyl)-1,4-dihydro-4-pyridinyl]-2H-1,4-thiazin-3(4H)-one). The yield is 80.7%. RXN SMILES: [Cl:1][C:2]([Cl:9])([Cl:8])[CH2:3][O:4][C:5](Cl)=[O:6].[CH3:10][C:11]1[NH:12][C:13](=[O:17])[CH2:14][S:15][CH:16]=1.C(#N)C.[N:21]1[CH:26]=[CH:25][CH:24]=[CH:23][CH:22]=1>>[CH3:10][C:11]1[NH:12][C:13](=[O:17])[CH2:14][S:15][C:16]=1[CH:24]1[CH:25]=[CH:26][N:21]([C:5]([O:4][CH2:3][C:2]([Cl:9])([Cl:8])[Cl:1])=[O:6])[CH:22]=[CH:23]1. Procedure details: 2,2,2-Trichloroethylchloroformate (64 ml) was added dropwise to a suspension of 5-methyl-2H-1,4-thiazin-3(4H)-one (50 g) and acetonitrile (500 ml) in pyridine (75 ml) under ice/water-cooling. The reaction mixture was further stirred at ambient temperature for 1 hour. Then, the mixture was added with ice water (about 1.5 l), was stirred for a while and was filtered. The filtration was recrystallized from ethanol to give the titled compound (120 g, yield 80.7%) as pale yellow prisms.